From a dataset of the Open Reaction Database (ORD), a public repository of structured organic reaction records. describe an organic reaction: reactants, conditions, products, and yield Reactants: CC(C)O, Cl, COC(=O)c1ccc(-c2ccccc2)cc1NC(=O)c1cc(OCCN2CCC2)ccc1O, [Na+], [OH-], O. Yields the product Cl, O=C(Nc1cc(-c2ccccc2)ccc1C(=O)O)c1cc(OCCN2CCC2)ccc1O. Reaction SMILES: [CH3:3][CH:4]([OH:5])[CH3:6].[ClH:40].[N:7]1([CH2:11][CH2:12][O:13][c:14]2[cH:15][cH:16][c:17]([OH:39])[c:18]([C:19](=[O:20])[NH:21][c:22]3[c:23]([C:24](=[O:25])[O:26][CH3:27])[cH:28][cH:29][c:30](-[c:32]4[cH:33][cH:34][cH:35][cH:36][cH:37]4)[cH:31]3)[cH:38]2)[CH2:8][CH2:9][CH2:10]1.[Na+:2].[OH-:1].[OH2:41]>>[ClH:40].[N:7]1([CH2:11][CH2:12][O:13][c:14]2[cH:15][cH:16][c:17]([OH:39])[c:18]([C:19](=[O:20])[NH:21][c:22]3[c:23]([C:24](=[O:25])[OH:26])[cH:28][cH:29][c:30](-[c:32]4[cH:33][cH:34][cH:35][cH:36][cH:37]4)[cH:31]3)[cH:38]2)[CH2:8][CH2:9][CH2:10]1. The reactants are COc1c(F)c(F)c(Br)c2c1c(=O)c(C(=O)O)cn2C1CC1, COc1c(F)c(F)c(C(F)(F)F)c2c1c(=O)c(C(=O)O)cn2C1CC1, COc1c(F)c(F)c(Cl)c2c1c(=O)c(C(=O)O)cn2C1CC1. The product is COc1c(F)c(F)c(F)c2c1c(=O)c(C(=O)O)cn2C1CC1. As a reaction SMILES: [Br:23][c:24]1[c:25]([F:26])[c:27]([F:43])[c:28]([O:29][CH3:30])[c:31]2[c:32]1[n:33]([CH:34]1[CH2:35][CH2:36]1)[cH:37][c:38]([C:39]([OH:40])=[O:41])[c:42]2=[O:44].[CH:45]1([n:46]2[c:47]3[c:48]([c:49]([O:50][CH3:51])[c:52]([F:53])[c:54]([F:55])[c:56]3[C:57]([F:58])([F:59])[F:60])[c:61](=[O:62])[c:63]([C:64]([OH:65])=[O:66])[cH:67]2)[CH2:68][CH2:69]1.[Cl:1][c:2]1[c:3]([F:22])[c:4]([F:21])[c:5]([O:19][CH3:20])[c:6]2[c:7](=[O:18])[c:8]([C:15](=[O:16])[OH:17])[cH:9][n:10]([CH:12]3[CH2:13][CH2:14]3)[c:11]12>>[c:2]1([F:43])[c:3]([F:22])[c:4]([F:21])[c:5]([O:19][CH3:20])[c:6]2[c:7](=[O:18])[c:8]([C:15](=[O:16])[OH:17])[cH:9][n:10]([CH:12]3[CH2:13][CH2:14]3)[c:11]12. Reactants: CC(=O)C1=C(C=CC(=C1)O)O (2,5 -dihydroxyacetophenone), C(#N)C1=CC=C(C=C1)C(C1CO1)OC(C1CO1)C1=CC=C(C=C1)C#N (p-cyanophenylglycidyl ether), [OH-].C(C1=CC=CC=C1)[N+](C)(C)C (benzyltrimethylammonium hydroxide), solution. Run in C(C)OCCO (2-ethoxyethanol). Product: C(C)(=O)C=1C=C(OCC(COC2=CC=C(C=C2)C#N)O)C=CC1O (1-(3-acetyl-4-hydroxyphenoxy)-2 -hydroxy-3-(p-cyano-phenoxy) propane). RXN SMILES: [CH3:1][C:2]([C:4]1[CH:9]=[C:8]([OH:10])[CH:7]=[CH:6][C:5]=1[OH:11])=[O:3].C(C1C=CC([CH:20]([O:24]C(C2C=CC(C#N)=CC=2)C2OC2)[CH:21]2[O:23][CH2:22]2)=CC=1)#N.[OH-].[CH2:38]([N+:45](C)(C)C)[C:39]1[CH:44]=[CH:43][CH:42]=[CH:41][CH:40]=1>C(OCCO)C>[C:2]([C:4]1[CH:9]=[C:8]([CH:7]=[CH:6][C:5]=1[OH:11])[O:10][CH2:22][CH:21]([OH:23])[CH2:20][O:24][C:42]1[CH:43]=[CH:44][C:39]([C:38]#[N:45])=[CH:40][CH:41]=1)(=[O:3])[CH3:1] |f:2.3|. Procedure: A solution of 2,5 -dihydroxyacetophenone (30.4 g), p-cyanophenylglycidyl ether (35.0 g) and benzyltrimethylammonium hydroxide (10 drops of a 40% solution) in 2-ethoxyethanol (150 ml) was heated under reflux for 72 hours. The solvent was then removed under reduced pressure to give a dark viscous oil which rapidly solidified. This solid was extracted with ether in a Soxhlet thimble and the ether then removed to give a yellow solid residue. This was triturated with a little ethanol, filtered off, w...